This data is from the Open Reaction Database (ORD), a public repository of structured organic reaction records. The task is: describe an organic reaction: reactants, conditions, products, and yield Reactants: CCc1cc(C#N)cc(C)c1CCC(=O)O, CC(C)(C)[O-], CO, Cl, [K+], NO. Yields the product CCc1cc(C(=N)NO)cc(C)c1CCC(=O)O. RXN SMILES: [C:10](#[N:11])[c:12]1[cH:13][c:14]([CH2:24][CH3:25])[c:15]([CH2:19][CH2:20][C:21](=[O:22])[OH:23])[c:16]([CH3:18])[cH:17]1.[CH3:1][C:2]([CH3:3])([O-:4])[CH3:5].[CH3:26][OH:27].[ClH:7].[K+:6].[NH2:8][OH:9]>>[NH:8]([OH:9])[C:10](=[NH:11])[c:12]1[cH:13][c:14]([CH2:24][CH3:25])[c:15]([CH2:19][CH2:20][C:21](=[O:22])[OH:23])[c:16]([CH3:18])[cH:17]1.